Dataset: the Open Reaction Database (ORD), a public repository of structured organic reaction records. Task: describe an organic reaction: reactants, conditions, products, and yield The reactants are CC(=O)O, CCOC(C)=O, NS(=O)(=O)c1cc2c(cc1Cl)C(=O)N(C1CCN(Cc3cccc(C(F)(F)F)c3)CC1)C2=O, O=C1NC(=O)c2ccccc21. Product: NS(=O)(=O)c1cc2c(cc1Cl)C(O)N(C1CCN(Cc3cccc(C(F)(F)F)c3)CC1)C2=O. Reaction SMILES: [CH3:45][C:46](=[O:47])[OH:48].[CH3:49][CH2:50][O:51][C:52](=[O:53])[CH3:54].[Cl:12][c:13]1[c:14]([S:41](=[O:42])(=[O:43])[NH2:44])[cH:15][c:16]2[c:20]([cH:21]1)[C:19](=[O:22])[N:18]([CH:23]1[CH2:24][CH2:25][N:26]([CH2:29][c:30]3[cH:31][c:32]([C:36]([F:37])([F:38])[F:39])[cH:33][cH:34][cH:35]3)[CH2:27][CH2:28]1)[C:17]2=[O:40].[O:1]=[C:2]1[c:3]2[c:4]([cH:5][cH:6][cH:7][cH:8]2)[C:9](=[O:10])[NH:11]1>>[Cl:12][c:13]1[c:14]([S:41](=[O:42])(=[O:43])[NH2:44])[cH:15][c:16]2[c:20]([cH:21]1)[CH:19]([OH:22])[N:18]([CH:23]1[CH2:24][CH2:25][N:26]([CH2:29][c:30]3[cH:31][c:32]([C:36]([F:37])([F:38])[F:39])[cH:33][cH:34][cH:35]3)[CH2:27][CH2:28]1)[C:17]2=[O:40]. The reactants are O.[OH-].[Li+] (Lithium hydroxide monohydrate), OCCOC1=CC=C(C=C1)C1=C(C=C(C=C1)C(=O)OCC)C (ethyl 4′-(2-hydroxyethoxy)-2-methylbiphenyl-4-carboxylate), C(C)O (ethanol), Cl (hydrochloric acid). Run in O (water), O1CCOCC1 (1,4-dioxane). Run at time 8 hour. Product: OCCOC1=CC=C(C=C1)C1=C(C=C(C=C1)C(=O)O)C (4′-(2-Hydroxyethoxy)-2-methylbiphenyl-4-carboxylic acid). The yield is 53.5%. RXN SMILES: O.[OH-].[Li+].[OH:4][CH2:5][CH2:6][O:7][C:8]1[CH:13]=[CH:12][C:11]([C:14]2[CH:19]=[CH:18][C:17]([C:20]([O:22]CC)=[O:21])=[CH:16][C:15]=2[CH3:25])=[CH:10][CH:9]=1.C(O)C.Cl>O.O1CCOCC1>[OH:4][CH2:5][CH2:6][O:7][C:8]1[CH:9]=[CH:10][C:11]([C:14]2[CH:19]=[CH:18][C:17]([C:20]([OH:22])=[O:21])=[CH:16][C:15]=2[CH3:25])=[CH:12][CH:13]=1 |f:0.1.2|. Procedure: Lithium hydroxide monohydrate (0.19 g) was added to a mixture of ethyl 4′-(2-hydroxyethoxy)-2-methylbiphenyl-4-carboxylate (0.136 g), ethanol (2 mL), 1,4-dioxane (2 mL) and water (1 mL), and the mixture was stirred at room temperature overnight. To the reaction mixture was added 2 mol/L hydrochloric acid (2.3 mL). The solvent was evaporated under reduced pressure, and water and ethyl acetate were added to the residue. The organic layer was separated, washed with water and brine, and dried over a... Reactants: CC(=O)NC1=CC(=CC=C1)Cl (3-chloroacetanilide), CC(C)([O-])C.[Na+] (sodium tbutoxide). The reagents and catalysts are C=1C=CC(=CC1)/C=C/C(=O)/C=C/C2=CC=CC=C2.C=1C=CC(=CC1)/C=C/C(=O)/C=C/C2=CC=CC=C2.C=1C=CC(=CC1)/C=C/C(=O)/C=C/C2=CC=CC=C2.[Pd].[Pd] (Pd2(dba)3), C1(CCCCC1)P(C1=C(C=CC=C1)C1=C(C=C(C=C1C(C)C)C(C)C)C(C)C)C1CCCCC1 (2-dicyclohexylphosphino-2′,4′,6′-triisopropylbiphenyl). Conditions: time 18 hour. The product is C(CCC)N(C=1C=C(C=CC1)NC(C)=O)CCCC (N-(3-Dibutylaminophenyl)acetamide). Yield: 161.6%. Reaction SMILES: [CH3:1][C:2]([NH:4][C:5]1[CH:10]=[CH:9][CH:8]=[C:7](Cl)[CH:6]=1)=[O:3].C[C:13]([CH3:16])([O-])[CH3:14].[Na+]>C1C=CC(/C=C/C(/C=C/C2C=CC=CC=2)=O)=CC=1.C1C=CC(/C=C/C(/C=C/C2C=CC=CC=2)=O)=CC=1.C1C=CC(/C=C/C(/C=C/C2C=CC=CC=2)=O)=CC=1.[Pd].[Pd].C1(P(C2CCCCC2)C2C=CC=CC=2C2C(C(C)C)=CC(C(C)C)=CC=2C(C)C)CCCCC1>[CH2:5]([N:4]([CH2:2][CH2:14][CH2:13][CH3:16])[C:7]1[CH:6]=[C:5]([NH:4][C:2](=[O:3])[CH3:1])[CH:10]=[CH:9][CH:8]=1)[CH2:6][CH2:7][CH3:8] |f:1.2,3.4.5.6.7|. Reported procedure: An oven-dried resealable schlenk tube containing a stir bar was charged with Pd2(dba)3 (4.6 mg, 0.005 mmol), 2-dicyclohexylphosphino-2′,4′,6′-triisopropylbiphenyl (11.9 mg, 0.025 mmol), 3-chloroacetanilide (85 mg, 0.5 mmol) and sodium tbutoxide (120 mg, 1.25 mmol). The tube was capped with a rubber septum, evacuated and backfilled with argon. Dinbutylamine (126 μL, 0.75 mmol) and tbutanol (1 mL) were added through the septum via syringe. The septum was replaced with a Teflon screw cap. The schle... Starting materials: OC1=CC=2CC[C@H]3[C@@H]4[C@H](CC([C@@]4(C)CC[C@@H]3C2C=C1OC)=O)CCCC(=O)O (4-(3-Hydroxy-2-methoxy-17-oxo-estra-1,3,5(10)-trien-15α-yl)-butyric acid), OC1=CC=2CC[C@H]3[C@@H]4[C@H](CC([C@@]4(C)CC[C@@H]3C2C=C1OCCOC)=O)CCCC(=O)O (4-(3-Hydroxy-2-(2-methoxy-ethoxy)-17-oxo-estra-1,3,5(10)-trien-15α-yl)-butyric acid). Product: C(C)OC=1C(=CC=2CC[C@H]3[C@@H]4[C@H](CC([C@@]4(C)CC[C@@H]3C2C1)=O)CCCC(=O)O)O (4-(2-Ethoxy-3-hydroxy-17-oxo-estra-1,3,5(10)-trien-15α-yl)-butyric acid). Reaction SMILES: OC1C(OC)=CC2[C@@H]3[C@H]([C@H]4[C@@](CC3)(C)C(=O)C[C@@H]4CCCC(O)=O)CCC=2C=1.[OH:29][C:30]1[C:47]([O:48][CH2:49][CH2:50]OC)=[CH:46][C:45]2[C@@H:44]3[C@H:35]([C@H:36]4[C@@:40]([CH2:42][CH2:43]3)([CH3:41])[C:39](=[O:53])[CH2:38][C@@H:37]4[CH2:54][CH2:55][CH2:56][C:57]([OH:59])=[O:58])[CH2:34][CH2:33][C:32]=2[CH:31]=1>>[CH2:49]([O:48][C:47]1[C:30]([OH:29])=[CH:31][C:32]2[CH2:33][CH2:34][C@@H:35]3[C@@H:44]([C:45]=2[CH:46]=1)[CH2:43][CH2:42][C@@:40]1([CH3:41])[C@H:36]3[C@@H:37]([CH2:54][CH2:55][CH2:56][C:57]([OH:59])=[O:58])[CH2:38][C:39]1=[O:53])[CH3:50]. Reported procedure: 4-(3-Hydroxy-2-methoxy-17-oxo-estra-1,3,5(10)-trien-15α-yl)-butyric acid (IVα-(C2-B)-3a) and 4-(3-Hydroxy-2-(2-methoxy-ethoxy)-17-oxo-estra-1,3,5(10)-trien-15α-yl)-butyric acid (IVα-(C2-E)-3a) Reactants: CCCCCCCCCCCCCCCC(=O)Cl, CCOC(=O)CNC(C)=O, ClCCl, Cn1ccnc1, CCCCN(CCCC)CCCC, [Cl-], [Cl-], [Cl-], [Cl-], O, [Ti+4]. Product: CCCCCCCCCCCCCCCC(=O)C(NC(C)=O)C(=O)OCC. RXN SMILES: [C:17]([CH2:18][CH2:19][CH2:20][CH2:21][CH2:22][CH2:23][CH2:24][CH2:25][CH2:26][CH2:27][CH2:28][CH2:29][CH2:30][CH2:31][CH3:32])(=[O:33])[Cl:34].[CH2:1]([CH3:2])[O:3][C:4]([CH2:5][NH:6][C:7]([CH3:8])=[O:9])=[O:10].[CH2:54]([Cl:55])[Cl:56].[CH3:11][n:12]1[cH:13][cH:14][n:15][cH:16]1.[CH3:35][CH2:36][CH2:37][CH2:38][N:39]([CH2:40][CH2:41][CH2:42][CH3:43])[CH2:44][CH2:45][CH2:46][CH3:47].[Cl-:48].[Cl-:49].[Cl-:50].[Cl-:51].[OH2:53].[Ti+4:52]>>[CH2:1]([CH3:2])[O:3][C:4]([CH:5]([NH:6][C:7]([CH3:8])=[O:9])[C:17]([CH2:18][CH2:19][CH2:20][CH2:21][CH2:22][CH2:23][CH2:24][CH2:25][CH2:26][CH2:27][CH2:28][CH2:29][CH2:30][CH2:31][CH3:32])=[O:33])=[O:10]. Reactants: ClC1(C(NC2=CC=C(C=C12)Cl)=O)C1=C(C=CC=C1)OC (3,5-dichloro-3-(2-methoxyphenyl)-1,3-dihydro-2H-indol-2-one), FC(C(=O)O)(F)F.NC(C(=O)N(C)C)(C)C (2-amino-N,N,2-trimethyl propanamide trifluoroacetate). Product: ClC=1C=C2C(C(NC2=CC1)=O)(C1=C(C=CC=C1)OC)NC(C(=O)N(C)C)(C)C (2-{[5-chloro-3-(2-methoxyphenyl)-2-oxo-2,3-dihydro-1H-indol-3-yl]amino}-N,N,2-trimethyl propanamide). RXN SMILES: Cl[C:2]1([C:13]2[CH:18]=[CH:17][CH:16]=[CH:15][C:14]=2[O:19][CH3:20])[C:10]2[C:5](=[CH:6][CH:7]=[C:8]([Cl:11])[CH:9]=2)[NH:4][C:3]1=[O:12].FC(F)(F)C(O)=O.[NH2:28][C:29]([CH3:36])([CH3:35])[C:30]([N:32]([CH3:34])[CH3:33])=[O:31]>>[Cl:11][C:8]1[CH:9]=[C:10]2[C:5](=[CH:6][CH:7]=1)[NH:4][C:3](=[O:12])[C:2]2([NH:28][C:29]([CH3:36])([CH3:35])[C:30]([N:32]([CH3:34])[CH3:33])=[O:31])[C:13]1[CH:18]=[CH:17][CH:16]=[CH:15][C:14]=1[O:19][CH3:20] |f:1.2|. Reported procedure: With 868 mg of 3,5-dichloro-3-(2-methoxyphenyl)-1,3-dihydro-2H-indol-2-one and the compound obtained in Step 255-3 (3.10 mmol, crude form) as starting materials, 1.02 g of the title compound (colorless amorphous) was obtained by a similar method to Step 4-2. Reactants: COc1cc2[nH]c3ncnc(N4CCNCC4)c3c2cc1OC, CO, [Cl-], ClCCl, c1ccncc1, O=S(=O)(Nc1ncccn1)c1ccc(NC=S)cc1. Product: COc1cc2[nH]c3ncnc(N4CCN(C(=S)Nc5ccc(S(=O)(=O)Nc6ncccn6)cc5)CC4)c3c2cc1OC. RXN SMILES: [CH3:1][O:2][c:3]1[cH:4][c:5]2[c:6]3[c:7]([nH:8][c:9]2[cH:10][c:11]1[O:12][CH3:13])[n:14][cH:15][n:16][c:17]3[N:18]1[CH2:19][CH2:20][NH:21][CH2:22][CH2:23]1.[CH3:50][OH:51].[Cl-:30].[Cl:52][CH2:53][Cl:54].[cH:24]1[cH:25][cH:26][n:27][cH:28][cH:29]1.[n:31]1[c:32]([NH:37][S:38](=[O:39])(=[O:40])[c:41]2[cH:42][cH:43][c:44]([NH:47][CH:48]=[S:49])[cH:45][cH:46]2)[n:33][cH:34][cH:35][cH:36]1>>[CH3:1][O:2][c:3]1[cH:4][c:5]2[c:6]3[c:7]([nH:8][c:9]2[cH:10][c:11]1[O:12][CH3:13])[n:14][cH:15][n:16][c:17]3[N:18]1[CH2:19][CH2:20][N:21]([C:48]([NH:47][c:44]2[cH:43][cH:42][c:41]([S:38]([NH:37][c:32]3[n:31][cH:36][cH:35][cH:34][n:33]3)(=[O:39])=[O:40])[cH:46][cH:45]2)=[S:49])[CH2:22][CH2:23]1. Reactants: FC(C(=O)O)(F)F (Trifluoroacetic acid), CC(C)(C)OC(=O)N1CC2=C(CC1)OC(=N2)COC2=CC=CC=C2 (6,7-dihydro-2-(phenoxymethyl)-oxazolo[4,5-c]pyridine-5(4H)-carboxylic acid 1,1-dimethylethyl ester), C(=O)([O-])[O-].[Na+].[Na+] (Na2CO3). The solvent is C(Cl)Cl (DCM). Run at time 30 minute. Product: O(C1=CC=CC=C1)CC=1OC2=C(CNCC2)N1 (4,5,6,7-tetrahydro-2-(phenoxymethyl)-oxazolo[4,5-c]pyridine). Yield: 99.3%. Reaction SMILES: FC(F)(F)C(O)=O.CC(OC([N:15]1[CH2:20][CH2:19][C:18]2[O:21][C:22]([CH2:24][O:25][C:26]3[CH:31]=[CH:30][CH:29]=[CH:28][CH:27]=3)=[N:23][C:17]=2[CH2:16]1)=O)(C)C.C([O-])([O-])=O.[Na+].[Na+]>C(Cl)Cl>[O:25]([CH2:24][C:22]1[O:21][C:18]2[CH2:19][CH2:20][NH:15][CH2:16][C:17]=2[N:23]=1)[C:26]1[CH:27]=[CH:28][CH:29]=[CH:30][CH:31]=1 |f:2.3.4|. Procedure details: Trifluoroacetic acid (1.0 mL, 13.0 mmol) was added to a solution of 6,7-dihydro-2-(phenoxymethyl)-oxazolo[4,5-c]pyridine-5(4H)-carboxylic acid 1,1-dimethylethyl ester (0.11 g, 0.35 mmol) in DCM (1 mL). The mixture was stirred at room temperature for 30 minutes and basified with a saturated solution of Na2CO3. The organic layer was separated, dried (Na2SO4), filtered and the solvents evaporated in vacuo to yield 4,5,6,7-tetrahydro-2-(phenoxymethyl)-oxazolo[4,5-c]pyridine (80 mg, 100% yield, 30% p... The yield is 38.6%. Starting materials: C(C1=CC=CC=C1)(C1=CC=CC=C1)OC(=O)C1(CC1)O\N=C(/C(=O)N[C@H]1[C@H](N(C1=O)S(=O)(=O)[O-])CN1N=CC(=N1)CN(CC=1C=[N+](C=CC1)C)C(=O)OC(C)(C)C)\C=1N=C(SC1)NC(=O)OC(C)(C)C ((2R,3S)-3-((Z)-2-((1-((benzhydryloxy)carbonyl)cyclopropoxy)imino)-2-(2-((tert-butoxycarbonyl)amino)thiazol-4-yl)acetamido)-2-((4-(((tert-butoxycarbonyl)((1-methylpyridin-1-ium-3-yl)methyl)amino)methyl)-2H-1,2,3-triazol-2-yl)methyl)-4-oxoazetidine-1-sulfonate), C(=O)(C(F)(F)F)O (TFA). Run in C(Cl)Cl (DCM). Reported procedure: Followed the general procedure for the acid mediated deprotection using (2R,3S)-3-((Z)-2-((1-((benzhydryloxy)carbonyl)cyclopropoxy)imino)-2-(2-((tert-butoxycarbonyl)amino)thiazol-4-yl)acetamido)-2-((4-(((tert-butoxycarbonyl)((1-methylpyridin-1-ium-3-yl)methyl)amino)methyl)-2H-1,2,3-triazol-2-yl)methyl)-4-oxoazetidine-1-sulfonate (53 mg, 0.053 mmol), TFA (81 μl, 1.1 mmol) and DCM (72 mL). The crude residue purified by reverse phase prep HPLC (Xselect CSH, 30×100 mm, C18 column; ACN-water with 0.1... RXN SMILES: C([O:14][C:15]([C:17]1([O:20]/[N:21]=[C:22](/[C:58]2[N:59]=[C:60]([NH:63]C(OC(C)(C)C)=O)[S:61][CH:62]=2)\[C:23]([NH:25][C@@H:26]2[C:29](=[O:30])[N:28]([S:31]([O-:34])(=[O:33])=[O:32])[C@@H:27]2[CH2:35][N:36]2[N:40]=[C:39]([CH2:41][N:42](C(OC(C)(C)C)=O)[CH2:43][C:44]3[CH:45]=[N+:46]([CH3:50])[CH:47]=[CH:48][CH:49]=3)[CH:38]=[N:37]2)=[O:24])[CH2:19][CH2:18]1)=[O:16])(C1C=CC=CC=1)C1C=CC=CC=1.C(O)(C(F)(F)F)=O>C(Cl)Cl>[NH2:63][C:60]1[S:61][CH:62]=[C:58](/[C:22](=[N:21]/[O:20][C:17]2([C:15]([OH:16])=[O:14])[CH2:18][CH2:19]2)/[C:23]([NH:25][C@@H:26]2[C:29](=[O:30])[N:28]([S:31]([O-:34])(=[O:32])=[O:33])[C@@H:27]2[CH2:35][N:36]2[N:40]=[C:39]([CH2:41][NH:42][CH2:43][C:44]3[CH:45]=[N+:46]([CH3:50])[CH:47]=[CH:48][CH:49]=3)[CH:38]=[N:37]2)=[O:24])[N:59]=1. Yields the product NC=1SC=C(N1)/C(/C(=O)N[C@H]1[C@H](N(C1=O)S(=O)(=O)[O-])CN1N=CC(=N1)CNCC=1C=[N+](C=CC1)C)=N/OC1(CC1)C(=O)O ((2R,3S)-3-((Z)-2-(2-aminothiazol-4-yl)-2-((1-carboxycyclopropoxy)-imino)acetamido)-2-((4-((((1-methylpyridin-1-ium-3-yl)methyl)amino)methyl)-2H-1,2,3-triazol-2-yl)methyl)-4-oxoazetidine-1-sulfonate).